This data is from the Open Reaction Database (ORD), a public repository of structured organic reaction records. The task is: describe an organic reaction: reactants, conditions, products, and yield The reactants are NC(=O)[C@H](C(C)(C)C)NC(OCC1=CC=CC=C1)=O (Benzyl [(1S)-1-(aminocarbonyl)-2,2-dimethylpropyl]carbamate). The reagents and catalysts are [Pd] (Pd/C). Solvent: C1CCOC1 (THF). Reaction conditions: time 3 hour. Yields the product N[C@@H](C(C)(C)C)C(=O)N (tert-Leucinamide). Isolated yield 98.8%. As a reaction SMILES: [NH2:1][C:2]([C@@H:4]([NH:9]C(=O)OCC1C=CC=CC=1)[C:5]([CH3:8])([CH3:7])[CH3:6])=[O:3]>C1COCC1.[Pd]>[NH2:9][C@H:4]([C:2]([NH2:1])=[O:3])[C:5]([CH3:8])([CH3:7])[CH3:6]. Procedure details: To a solution of benzyl [(1S)-1-(aminocarbonyl)-2,2-dimethylpropyl]carbamate (Step 1, 3.7 g, 14 mmol) in THF (40 mL) was added 10% Pd/C (710 mg). The flask was evacuated and flushed with H2 gas and this process was repeated three times. The flask was filled with H2 gas (4 atm) and stirred for 3 h at rt. Then the reaction mixture was filtered through a pad of Celite and concentrated in vacuo to give the title compound as white solid (crude; 1.8 g) The reactants are Cc1cnc(N2CCN(C(=O)c3ccc(Br)cc3NS(C)(=O)=O)CC2)c(C)c1, O=C1NCCO1. Yields the product Cc1cnc(N2CCN(C(=O)c3ccc(N4CCOC4=O)cc3NS(C)(=O)=O)CC2)c(C)c1. As a reaction SMILES: [Br:1][c:2]1[cH:3][cH:4][c:5]([C:13](=[O:14])[N:15]2[CH2:16][CH2:17][N:18]([c:21]3[n:22][cH:23][c:24]([CH3:28])[cH:25][c:26]3[CH3:27])[CH2:19][CH2:20]2)[c:6]([NH:8][S:9](=[O:10])(=[O:11])[CH3:12])[cH:7]1.[O:29]1[C:30](=[O:34])[NH:31][CH2:32][CH2:33]1>>[c:2]1([N:31]2[C:30](=[O:34])[O:29][CH2:33][CH2:32]2)[cH:3][cH:4][c:5]([C:13](=[O:14])[N:15]2[CH2:16][CH2:17][N:18]([c:21]3[n:22][cH:23][c:24]([CH3:28])[cH:25][c:26]3[CH3:27])[CH2:19][CH2:20]2)[c:6]([NH:8][S:9](=[O:10])(=[O:11])[CH3:12])[cH:7]1. Reactants: NC=1N=CC2=C(N1)CCN(C2)C=2C(NC=CC2C)=O (3-(2-amino-7,8-dihydropyrido[4,3-d]pyrimidin-6(5H)-yl)-4-methylpyridin-2(1H)-one), IC1=CC(=CC=C1)C(C)(C)C (1-iodo-3-tertbutyl benzene), CNCCNC (N1,N2-dimethylethane-1,2-diamine), P(=O)([O-])([O-])[O-].[K+].[K+].[K+] (Potassium Phosphate). The reagents and catalysts are [Cu](I)I (Copper Iodide). Run in CN1C(CCC1)=O (N-methylpyrrolidone). Run at temperature 70 celsius, time 17 hour. The product is NC=1N=CC2=C(N1)CCN(C2)C=2C(N(C=CC2C)C2=CC(=CC=C2)C(C)(C)C)=O (3-(2-amino-7,8-dihydropyrido[4,3-d]pyrimidin-6(5H)-yl)-1-(3-tert-butylphenyl)-4-methylpyridin-2(1H)-one). As a reaction SMILES: [NH2:1][C:2]1[N:3]=[CH:4][C:5]2[CH2:11][N:10]([C:12]3[C:13](=[O:19])[NH:14][CH:15]=[CH:16][C:17]=3[CH3:18])[CH2:9][CH2:8][C:6]=2[N:7]=1.I[C:21]1[CH:26]=[CH:25][CH:24]=[C:23]([C:27]([CH3:30])([CH3:29])[CH3:28])[CH:22]=1.CNCCNC.P([O-])([O-])([O-])=O.[K+].[K+].[K+]>CN1CCCC1=O.[Cu](I)I>[NH2:1][C:2]1[N:3]=[CH:4][C:5]2[CH2:11][N:10]([C:12]3[C:13](=[O:19])[N:14]([C:21]4[CH:26]=[CH:25][CH:24]=[C:23]([C:27]([CH3:30])([CH3:29])[CH3:28])[CH:22]=4)[CH:15]=[CH:16][C:17]=3[CH3:18])[CH2:9][CH2:8][C:6]=2[N:7]=1 |f:3.4.5.6|. Procedure: A degassed solution of 3-(2-amino-7,8-dihydropyrido[4,3-d]pyrimidin-6(5H)-yl)-4-methylpyridin-2(1H)-one (0.025 g, 0.097 mmol), 1-iodo-3-tertbutyl benzene (0.20 g, 0.097 mmol), N1,N2-dimethylethane-1,2-diamine (0.005 g, 0.049 mmol), Copper Iodide (0.004 g, 0.020 mmol), and Potassium Phosphate (0.041 g, 0.194 mmol) in 0.5 mL of N-methylpyrrolidone was heated to 70° C. After allowing the reaction to stir overnight (17 h) at 70° C., the reaction was complete and allowed to cool to room temperature. ...